From a dataset of the Open Reaction Database (ORD), a public repository of structured organic reaction records. describe an organic reaction: reactants, conditions, products, and yield The yield is 45.0%. Reported procedure: 2-Amino-4-(3-bromo-4,5-dimethoxyphenyl)-3-cyano-7-oxiranyl-methyl-4H-pyrrolo[2,3-h]chromene: The title compound was prepared from 1-oxiranylmethyl-4-hydroxy-indole (70 mg, 0.37 mmol), 5-bromoveratraldehyde (91 mg, 0.37 mmol), malononitrile (25 mg, 0.37 mmol) and piperidine (0.01 mL, 0.18 mmol), similar to Example 16, to yield 80 mg (45%) of a white solid. 1H NMR (CDCl3): 7.15 (dd, J=1.5 Hz, 1H), 7.10 (dd, J=2.7 Hz, 1H), 6.92-6.91 (m, 1H), 6.78-6.75 (m, 2H), 6.62 (dd, J=0.9 Hz, 1H), 4.77 (s, 1H),... As a reaction SMILES: [NH2:1][C:2]1[O:3][C:4]2[C:9]([C:10](C)([C:14]3[CH:19]=[C:18]([O:20][CH3:21])[C:17]([O:22][CH3:23])=[C:16]([Br:24])[CH:15]=3)[C:11]=1[C:12]#[N:13])=[CH:8][CH:7]=[C:6]1[N:26](C3CO3)[CH:27]=[CH:28][C:5]=21.[O:32]1[CH2:34][CH:33]1[CH2:35]N1C2C(=C(O)C=CC=2)C=C1.BrC1C(OC)=C(OC)C=C(C=1)C=O.C(#N)CC#N.N1CCCCC1>>[NH2:1][C:2]1[O:3][C:4]2[C:9]([CH:10]([C:14]3[CH:19]=[C:18]([O:20][CH3:21])[C:17]([O:22][CH3:23])=[C:16]([Br:24])[CH:15]=3)[C:11]=1[C:12]#[N:13])=[CH:8][CH:7]=[C:6]1[N:26]([CH2:35][CH:33]3[CH2:34][O:32]3)[CH:27]=[CH:28][C:5]=21. Reactants: NC=1OC2=C3C(=CC=C2C(C1C#N)(C1=CC(=C(C(=C1)OC)OC)Br)C)N(C=C3)C3OC3 (2-Amino-4-(3-bromo-4,5-dimethoxyphenyl)-3-cyano-7-oxiranyl-methyl-4H-pyrrolo[2,3-h]chromene), O1C(C1)CN1C=CC2=C(C=CC=C12)O (1-oxiranylmethyl-4-hydroxy-indole), BrC=1C(=C(C=C(C=O)C1)OC)OC (5-bromoveratraldehyde), C(CC#N)#N (malononitrile), N1CCCCC1 (piperidine). The product is NC=1OC2=C3C(=CC=C2C(C1C#N)C1=CC(=C(C(=C1)OC)OC)Br)N(C=C3)CC3OC3 (2-Amino-4-(3-bromo-4,5-dimethoxyphenyl)-3-cyano-7-oxiranylmethyl-4H-pyrrolo[2,3-h]chromene), white solid. Starting materials: FC1=C(C(=CC=C1F)[N+](=O)[O-])OCC(C)O (2,3-Difluoro-6-nitro-[(2-hydroxypropyl)oxy]benzene), C1(=CC=C(C=C1)S(=O)(=O)Cl)C (p-toluenesulfonyl chloride), C(C)(=O)OCC (ethyl acetate), Cl (hydrochloric acid). The solvent is N1=CC=CC=C1 (pyridine). Run at time 4 hour. The product is FC1=C(C(=CC=C1F)[N+](=O)[O-])OCC(C)OS(=O)(=O)C1=CC=C(C=C1)C (2,3-Difluoro-6-nitro-(2-p-toluenesulfonyloxypropyl)oxybenzene). Isolated yield 87.2%. RXN SMILES: [F:1][C:2]1[C:7]([F:8])=[CH:6][CH:5]=[C:4]([N+:9]([O-:11])=[O:10])[C:3]=1[O:12][CH2:13][CH:14]([OH:16])[CH3:15].[C:17]1([CH3:27])[CH:22]=[CH:21][C:20]([S:23](Cl)(=[O:25])=[O:24])=[CH:19][CH:18]=1.C(OCC)(=O)C.Cl>N1C=CC=CC=1>[F:1][C:2]1[C:7]([F:8])=[CH:6][CH:5]=[C:4]([N+:9]([O-:11])=[O:10])[C:3]=1[O:12][CH2:13][CH:14]([O:16][S:23]([C:20]1[CH:21]=[CH:22][C:17]([CH3:27])=[CH:18][CH:19]=1)(=[O:25])=[O:24])[CH3:15]. Reported procedure: To a solution of 4.5 g of the compound obtained in Example 5 in 8.6 ml of pyridine was added 4.36 g of p-toluenesulfonyl chloride and the mixture was stirred under cooling with ice for 4 hours, and then at room temperature for 4 hours. To the mixture were added ethyl acetate and 1 N hydrochloric acid. The mixture was shaken, and the organic layer was separated. The organic layer was washed with water and dried over anhydrous magnesium sulfate. The solvent was removed under reduced pressure. The ... Reactants: C(C)(=O)OC1=C(C(=O)NC2CCN(CC2)CCCOC=2C=CC3=C(OC(C4=C3CCCC4)=O)C2)C=CC=C1 (3-{3-[4-(2-acetoxybenzamido)-piperidino]-propoxy}-7,8,9,10-tetrahydro-6H-dibenzo[b,d]pyran-6-one), compound, Cl (hydrochloric acid). Solvent: O1CCOCC1 (dioxane). Yields the product OC1=C(C(=O)NC2CCN(CC2)CCCOC=2C=CC3=C(OC(C4=C3CCCC4)=O)C2)C=CC=C1 (3-{3-[4-(2-Hydroxybenzamido)-piperidino]-propoxy}-7,8,9,10-tetrahydro-6H-dibenzo[b,d]pyran-6-one). Reaction SMILES: C([O:4][C:5]1[CH:38]=[CH:37][CH:36]=[CH:35][C:6]=1[C:7]([NH:9][CH:10]1[CH2:15][CH2:14][N:13]([CH2:16][CH2:17][CH2:18][O:19][C:20]2[CH:21]=[CH:22][C:23]3[C:28]4[CH2:29][CH2:30][CH2:31][CH2:32][C:27]=4[C:26](=[O:33])[O:25][C:24]=3[CH:34]=2)[CH2:12][CH2:11]1)=[O:8])(=O)C.Cl>O1CCOCC1>[OH:4][C:5]1[CH:38]=[CH:37][CH:36]=[CH:35][C:6]=1[C:7]([NH:9][CH:10]1[CH2:11][CH2:12][N:13]([CH2:16][CH2:17][CH2:18][O:19][C:20]2[CH:21]=[CH:22][C:23]3[C:28]4[CH2:29][CH2:30][CH2:31][CH2:32][C:27]=4[C:26](=[O:33])[O:25][C:24]=3[CH:34]=2)[CH2:14][CH2:15]1)=[O:8]. Procedure details: A mixture of 5.18 g. (0.01 mole) 3-{3-[4-(2-acetoxybenzamido)-piperidino]-propoxy}-7,8,9,10-tetrahydro-6H-dibenzo[b,d]pyran-6-one (compound of Example 47), 20 ml. dioxane and 20 ml. 6 N hydrochloric acid is heated under reflux for 10 hours, cooled and filtered. There are obtained 3.0 g. (63% of theory) of the desired compound in the form of its hydrochloride; m.p. 232°-234° C. The corresponding free base melts at 209°-211° C.